This data is from the Open Reaction Database (ORD), a public repository of structured organic reaction records. The task is: describe an organic reaction: reactants, conditions, products, and yield Reactants: C1=CC=CC=2C3=CC=CC=C3N(C12)C1=CC=C(C=C1)C1=CC=C(C=C1)N1C2=CC=CC=C2C=2C=C(C=CC12)C=O (4-(carbazol-9-yl)-4′-(3-formylcarbazol-9-yl)-biphenyl), O1CCCC1 (tetrahydrofuran), [BH4-].[Na+] (Sodium tetrahydroborate). Run in CO (methanol). Conditions: time 1 hour. The product is C1=CC=CC=2C3=CC=CC=C3N(C12)C1=CC=C(C=C1)C1=CC=C(C=C1)N1C2=CC=CC=C2C=2C=C(C=CC12)CO (4-(carbazol-9-yl)-4′-(3-hydroxymethylcarbazol-9-yl)-biphenyl). The yield is 98.4%. RXN SMILES: [CH:1]1[C:13]2[N:12]([C:14]3[CH:19]=[CH:18][C:17]([C:20]4[CH:25]=[CH:24][C:23]([N:26]5[C:38]6[CH:37]=[CH:36][C:35]([CH:39]=[O:40])=[CH:34][C:33]=6[C:32]6[C:27]5=[CH:28][CH:29]=[CH:30][CH:31]=6)=[CH:22][CH:21]=4)=[CH:16][CH:15]=3)[C:11]3[C:6](=[CH:7][CH:8]=[CH:9][CH:10]=3)[C:5]=2[CH:4]=[CH:3][CH:2]=1.O1CCCC1.[BH4-].[Na+]>CO>[CH:1]1[C:13]2[N:12]([C:14]3[CH:15]=[CH:16][C:17]([C:20]4[CH:21]=[CH:22][C:23]([N:26]5[C:38]6[CH:37]=[CH:36][C:35]([CH2:39][OH:40])=[CH:34][C:33]=6[C:32]6[C:27]5=[CH:28][CH:29]=[CH:30][CH:31]=6)=[CH:24][CH:25]=4)=[CH:18][CH:19]=3)[C:11]3[C:6](=[CH:7][CH:8]=[CH:9][CH:10]=3)[C:5]=2[CH:4]=[CH:3][CH:2]=1 |f:2.3|. Procedure details: A 100-ml Kolben equipped with a stirrer and a condenser was charged under a nitrogen stream with 18 g (15.6 mmol) of 4-(carbazol-9-yl)-4′-(3-formylcarbazol-9-yl)-biphenyl prepared above and 800 ml of tetrahydrofuran. Sodium tetrahydroborate (0.65 g, 17.2 mmol) was introduced at room temperature into the above mixture, and the mixture was stirred for one hr. Thereafter, 160 ml of methanol was introduced into the reaction solution, and the mixture was stirred for 3 hr. The solvent was distilled of... The reactants are ClC=1C=C(C#N)C=C(N1)C (2-chloro-6-methylisonicotinonitrile), C(CC)NCCC (di-n-propylamine). Conditions: temperature 80 celsius, time 17 hour. The product is ClC=1C=C(C#N)C=C(N1)C (2-chloro-6-methylisonicotinonitrile), C(CC)N(C=1C=C(C#N)C=C(N1)C)CCC (2-(dipropylamino)-6-methylisonicotinonitrile). As a reaction SMILES: [Cl:1][C:2]1[CH:3]=[C:4]([CH:7]=[C:8]([CH3:10])[N:9]=1)[C:5]#[N:6].[CH2:11]([NH:14][CH2:15][CH2:16][CH3:17])[CH2:12][CH3:13]>>[Cl:1][C:2]1[CH:3]=[C:4]([CH:7]=[C:8]([CH3:10])[N:9]=1)[C:5]#[N:6].[CH2:11]([N:14]([CH2:15][CH2:16][CH3:17])[C:2]1[CH:3]=[C:4]([CH:7]=[C:8]([CH3:10])[N:9]=1)[C:5]#[N:6])[CH2:12][CH3:13]. Procedure: To 2-chloro-6-methylisonicotinonitrile (0.230 g, 1.51 mmol) was added di-n-propylamine (5 mL). The mixture was heated at 80° C. in a sealed, thick-walled glass vessel for 12 h and then at room temperature for 17 h. Excess di-n-propylamine was removed under reduced pressure and the residue was partitioned between dichloromethane and aq. sodium bicarbonate. After drying over sodium sulfate and concentration, the residue was chromatographed on silica gel using ethyl acetate-hexane (10/90) to give 0... The reactants are BrC(=CC1=CC=C(C=C1)C1=NC=C(C=N1)CCCCC)Br (2-[p-(2,2-dibromovinyl)phenyl]-5-pentylpyrimidine), [Na] (sodium), N (ammonia), [Na] (sodium). The reagents and catalysts are [N+](=O)([O-])[O-].[Fe+3].[N+](=O)([O-])[O-].[N+](=O)([O-])[O-] (iron (III) nitrate). The solvent is C(C)OCC (diethyl ether). Run at temperature -78 celsius, time 30 minute. The product is ethyl acetate petroleum ether, C(#C)C1=CC=C(C=C1)C1=NC=C(C=N1)CCCCC (2-(p-ethynylphenyl)-5-pentylpyrimidine). Isolated yield 71.8%. As a reaction SMILES: N.[Na].Br[C:4](Br)=[CH:5][C:6]1[CH:11]=[CH:10][C:9]([C:12]2[N:17]=[CH:16][C:15]([CH2:18][CH2:19][CH2:20][CH2:21][CH3:22])=[CH:14][N:13]=2)=[CH:8][CH:7]=1>C(OCC)C.[N+]([O-])([O-])=O.[Fe+3].[N+]([O-])([O-])=O.[N+]([O-])([O-])=O>[C:5]([C:6]1[CH:7]=[CH:8][C:9]([C:12]2[N:13]=[CH:14][C:15]([CH2:18][CH2:19][CH2:20][CH2:21][CH3:22])=[CH:16][N:17]=2)=[CH:10][CH:11]=1)#[CH:4] |f:4.5.6.7,^1:1|. Procedure: About 100 ml of ammonia were condensed at -78° C. under argon gasification in a sulphonation flask equipped with a gas inlet tube, dry-ice condenser and mechanical stirrer and treated with sodium metal until the blue colouration persisted. A spatula tip of iron (III) nitrate was subsequently added, the now greyish mixture was treated portionwise with 820 mg of sodium metal and the resulting mixture was stirred at -78° C. for a further 30 minutes. A solution of 1.02 g of 2-[p-(2,2-dibromovinyl)ph... The product is C(C1=CC=CC=C1)N1CC(OCC1)C1=CC=C(C=C1)S(=O)(=O)C=1C(=CC=CC1)C (4-benzyl-2-[4-(toluene-2-sulfonyl)-phenyl]-morpholine). Reported procedure: To a solution of 4-benzyl-6-(4-bromo-phenyl)-morpholine (0.55 g; 1.66 mmol) in THF (25 mL) was added drop wise a solution of n-BuLi in hexanes (1.32 ml; 2.50 mol/1; 3.31 mmol), at −78° C. The resulting mixture was stirred at −78° C., for 30 min. and then 2-methyl-benzenesulfonyl fluoride (0.63 g; 3.64 mmol) was added. After complete addition the mixture was allowed to come to room temperature, and treated with EtOAc and a 5% aqueous NaHCO3-solution. The layers were separated and the organic laye... Yield: 73.9%. The solvent is C1CCOC1 (THF), CCOC(=O)C (EtOAc). Reactants: C(C1=CC=CC=C1)N1CCOC(C1)C1=CC=C(C=C1)Br (4-benzyl-6-(4-bromo-phenyl)-morpholine), [Li]CCCC (n-BuLi), hexanes, CC1=C(C=CC=C1)S(=O)(=O)F (2-methyl-benzenesulfonyl fluoride), C(=O)(O)[O-].[Na+] (NaHCO3). Reaction SMILES: [CH2:1]([N:8]1[CH2:13][CH:12]([C:14]2[CH:19]=[CH:18][C:17](Br)=[CH:16][CH:15]=2)[O:11][CH2:10][CH2:9]1)[C:2]1[CH:7]=[CH:6][CH:5]=[CH:4][CH:3]=1.[Li]CCCC.[CH3:26][C:27]1[CH:32]=[CH:31][CH:30]=[CH:29][C:28]=1[S:33](F)(=[O:35])=[O:34].C([O-])(O)=O.[Na+]>C1COCC1.CCOC(C)=O>[CH2:1]([N:8]1[CH2:9][CH2:10][O:11][CH:12]([C:14]2[CH:19]=[CH:18][C:17]([S:33]([C:28]3[C:27]([CH3:26])=[CH:32][CH:31]=[CH:30][CH:29]=3)(=[O:35])=[O:34])=[CH:16][CH:15]=2)[CH2:13]1)[C:2]1[CH:7]=[CH:6][CH:5]=[CH:4][CH:3]=1 |f:3.4|. Reaction conditions: temperature -78 celsius, time 30 minute. The reactants are CCOC(=O)C (EtOAc), FC=1C(=NC(=NC1)C1=CN(C2=NC=C(C=C21)F)S(=O)(=O)C2=CC=C(C)C=C2)N[C@@H]2C[C@](CCC2)(O)CC#N (2-((1S,3S)-3-(5-fluoro-2-(5-fluoro-1-tosyl-1H-pyrrolo[2,3-b]pyridin-3-yl)pyrimidin-4-ylamino)-1-hydroxycyclohexyl)ethanenitrile), FC=1C(=NC(=NC1)C1=CN(C2=NC=C(C=C21)F)S(=O)(=O)C2=CC=C(C)C=C2)N[C@@H]2C[C@](CCC2)(O)CC#N (2-((1S,3S)-3-(5-fluoro-2-(5-fluoro-1-tosyl-1H-pyrrolo[2,3-b]pyridin-3-yl)pyrimidin-4-ylamino)-1-hydroxycyclohexyl)ethanenitrile), C[O-].[Na+] (sodium methoxide). Procedure: To a solution of 2-((1S,3S)-3-(5-fluoro-2-(5-fluoro-1-tosyl-1H-pyrrolo[2,3-b]pyridin-3-yl)pyrimidin-4-ylamino)-1-hydroxycyclohexyl)ethanenitrile, 69b, (0.14 g, 0.26 mmol) in methanol (10 mL) was added sodium methoxide (0.06 g, 0.26 mmol). After stirring at room temperature for 2 minutes, the reaction mixture was diluted into EtOAc and brine. The separated organic phase was dried over MgSO4, filtered, and concentrated in vacuo. The resulting residue was purified by silica gel chromatography (10% ... Yields the product FC=1C(=NC(=NC1)C1=CNC2=NC=C(C=C21)F)N[C@@H]2C[C@](CCC2)(O)CC#N (2-((1S,3S)-3-(5-fluoro-2-(5-fluoro-1H-pyrrolo[2,3-b]pyridin-3-yl)pyrimidin-4-ylamino)-1-hydroxycyclohexyl)ethanenitrile). Solvent: [Cl-].[Na+].O (brine), CO (methanol). Reaction conditions: time 2 minute. Reaction SMILES: [F:1][C:2]1[C:3]([NH:28][C@H:29]2[CH2:34][CH2:33][CH2:32][C@:31]([CH2:36][C:37]#[N:38])([OH:35])[CH2:30]2)=[N:4][C:5]([C:8]2[C:16]3[C:11](=[N:12][CH:13]=[C:14]([F:17])[CH:15]=3)[N:10](S(C3C=CC(C)=CC=3)(=O)=O)[CH:9]=2)=[N:6][CH:7]=1.C[O-].[Na+].CCOC(C)=O>CO.[Cl-].[Na+].O>[F:1][C:2]1[C:3]([NH:28][C@H:29]2[CH2:34][CH2:33][CH2:32][C@:31]([CH2:36][C:37]#[N:38])([OH:35])[CH2:30]2)=[N:4][C:5]([C:8]2[C:16]3[C:11](=[N:12][CH:13]=[C:14]([F:17])[CH:15]=3)[NH:10][CH:9]=2)=[N:6][CH:7]=1 |f:1.2,5.6.7|.